This data is from the Open Reaction Database (ORD), a public repository of structured organic reaction records. The task is: describe an organic reaction: reactants, conditions, products, and yield The reactants are BrC=1C=C(C(=O)O)C=CC1 (3-bromobenzoic acid), N1=CC(=CC=C1)CN (3-pyridylmethylamine). Yields the product N1=CC(=CC=C1)CNC(C1=CC(=CC=C1)Br)=O (N-(3-pyridylmethyl)-3-bromobenzamide). Isolated yield 73.0%. As a reaction SMILES: [Br:1][C:2]1[CH:3]=[C:4]([CH:8]=[CH:9][CH:10]=1)[C:5]([OH:7])=O.[N:11]1[CH:16]=[CH:15][CH:14]=[C:13]([CH2:17][NH2:18])[CH:12]=1>>[N:11]1[CH:16]=[CH:15][CH:14]=[C:13]([CH2:17][NH:18][C:5](=[O:7])[C:4]2[CH:8]=[CH:9][CH:10]=[C:2]([Br:1])[CH:3]=2)[CH:12]=1. Reported procedure: Using Preparation Method 1, 3-bromobenzoic acid was reacted with 3-pyridylmethylamine. The resulting reaction mixture was purified using SiO2 with CH2Cl2/MeOH 95:5 to give N-(3-pyridylmethyl)-3-bromobenzamide as thick yellow oil (73%). NMR 1H (ppm, CDCl3): 8.44 (s, 1H), 8.41 (d, J4=3.9 Hz, 1H), 7.92 (s, 1H), 7.69 (d, J3=7.8 Hz, 1H), 7.64 (d, J3=7.8 Hz, 1H), 7.57-7.54 (m, 2H), 7.24-7.18 (m, 2H), 4.55 (d, J3=5.9 Hz, 2H). The reactants are BrC=1C=C(C(=NC1)NC=1SC=C(N1)CCC(=O)OC)OC1=CC=CC=C1 (methyl 3-(2-(5-bromo-3-phenoxypyridin-2-ylamino)thiazol-4-yl)propanoate), O.NN (hydrazine monohydrate). Run in CCO (EtOH). Conditions: temperature 75 celsius. Yields the product BrC=1C=C(C(=NC1)NC=1SC=C(N1)CCC(=O)NN)OC1=CC=CC=C1 (3-(2-(5-bromo-3-phenoxypyridin-2-ylamino)thiazol-4-yl)propanehydrazide). The yield is 83.1%. As a reaction SMILES: [Br:1][C:2]1[CH:3]=[C:4]([O:20][C:21]2[CH:26]=[CH:25][CH:24]=[CH:23][CH:22]=2)[C:5]([NH:8][C:9]2[S:10][CH:11]=[C:12]([CH2:14][CH2:15][C:16](OC)=[O:17])[N:13]=2)=[N:6][CH:7]=1.O.[NH2:28][NH2:29]>CCO>[Br:1][C:2]1[CH:3]=[C:4]([O:20][C:21]2[CH:26]=[CH:25][CH:24]=[CH:23][CH:22]=2)[C:5]([NH:8][C:9]2[S:10][CH:11]=[C:12]([CH2:14][CH2:15][C:16]([NH:28][NH2:29])=[O:17])[N:13]=2)=[N:6][CH:7]=1 |f:1.2|. Procedure: To a mixture of methyl 3-(2-(5-bromo-3-phenoxypyridin-2-ylamino)thiazol-4-yl)propanoate (1.00 g, 2.303 mmol) (Example 315) in 15 mL EtOH was added hydrazine monohydrate (8.835 mL, 11.51 mmol) and the mixture heated at 75° C. for 4 hours. The reaction was cooled to ambient temperature and quenched with water and the solids were filtered to give the title compound (0.831 g, 83.10% yield) as off white solids there were used without further purification.